Dataset: the Open Reaction Database (ORD), a public repository of structured organic reaction records. Task: describe an organic reaction: reactants, conditions, products, and yield The reactants are O=C([O-])[O-], CN(C)C=O, CCOC(C)=O, Cc1ccc(N2CCC(CCCl)CC2)nn1, Oc1ccc2nc(Cl)cnc2c1, [I-], [K+], [K+], [K+]. The product is Cc1ccc(N2CCC(CCOc3ccc4nc(Cl)cnc4c3)CC2)nn1. As a reaction SMILES: [C:31](=[O:32])([O-:33])[O-:34].[CH3:37][N:38]([CH3:39])[CH:40]=[O:41].[CH3:42][CH2:43][O:44][C:45](=[O:46])[CH3:47].[Cl:13][CH2:14][CH2:15][CH:16]1[CH2:17][CH2:18][N:19]([c:22]2[n:23][n:24][c:25]([CH3:28])[cH:26][cH:27]2)[CH2:20][CH2:21]1.[Cl:1][c:2]1[n:3][c:4]2[cH:5][cH:6][c:7]([OH:12])[cH:8][c:9]2[n:10][cH:11]1.[I-:30].[K+:29].[K+:35].[K+:36]>>[Cl:1][c:2]1[n:3][c:4]2[cH:5][cH:6][c:7]([O:12][CH2:14][CH2:15][CH:16]3[CH2:17][CH2:18][N:19]([c:22]4[n:23][n:24][c:25]([CH3:28])[cH:26][cH:27]4)[CH2:20][CH2:21]3)[cH:8][c:9]2[n:10][cH:11]1.